This data is from the Open Reaction Database (ORD), a public repository of structured organic reaction records. The task is: describe an organic reaction: reactants, conditions, products, and yield Starting materials: COC1=CC=C(CN2N=C(C=3C2=NC=CC3OC3=C(C=C(C=C3)N)F)I)C=C1 (4-(1-(4-methoxybenzyl)-3-iodo-1H-pyrazolo[3,4-b]pyridin-4-yloxy)-3-fluorobenzenamine), CN1CCC(CC1)N (1-methylpiperidin-4-amine), N1[C@@H](CCC1)C(=O)O ((S)-pyrrolidine-2-carboxylic acid), C(=O)([O-])[O-].[K+].[K+] (K2CO3). Reagents/catalysts: [Cu]I (CuI). The solvent is CS(=O)C (DMSO), C(Cl)Cl (CH2Cl2). Yields the product NC1=CC(=C(OC2=C3C(=NC=C2)N(N=C3NC3CCN(CC3)C)CC3=CC=C(C=C3)OC)C=C1)F (4-(4-amino-2-fluorophenoxy)-1-(4-methoxybenzyl)-N-(1-methylpiperidin-4-yl)-1H-pyrazolo[3,4-b]pyridin-3-amine). Isolated yield 51.4%. As a reaction SMILES: [CH3:1][O:2][C:3]1[CH:28]=[CH:27][C:6]([CH2:7][N:8]2[C:12]3=[N:13][CH:14]=[CH:15][C:16]([O:17][C:18]4[CH:23]=[CH:22][C:21]([NH2:24])=[CH:20][C:19]=4[F:25])=[C:11]3[C:10](I)=[N:9]2)=[CH:5][CH:4]=1.[CH3:29][N:30]1[CH2:35][CH2:34][CH:33]([NH2:36])[CH2:32][CH2:31]1.N1CCC[C@H]1C(O)=O.C([O-])([O-])=O.[K+].[K+]>CS(C)=O.[Cu]I.C(Cl)Cl>[NH2:24][C:21]1[CH:22]=[CH:23][C:18]([O:17][C:16]2[CH:15]=[CH:14][N:13]=[C:12]3[N:8]([CH2:7][C:6]4[CH:27]=[CH:28][C:3]([O:2][CH3:1])=[CH:4][CH:5]=4)[N:9]=[C:10]([NH:36][CH:33]4[CH2:34][CH2:35][N:30]([CH3:29])[CH2:31][CH2:32]4)[C:11]=23)=[C:19]([F:25])[CH:20]=1 |f:3.4.5|. Procedure: A mixture of 4-(1-(4-methoxybenzyl)-3-iodo-1H-pyrazolo[3,4-b]pyridin-4-yloxy)-3-fluorobenzenamine (0.10 g, 0.20 mmol; prepared as in Example 7, Step B), 1-methylpiperidin-4-amine (0.070 g, 0.61 mmol), (S)-pyrrolidine-2-carboxylic acid (9.4 mg, 0.82 mmol), CuI (7.8 mg, 0.041 mmol), and K2CO3 (0.14 g, 1.0 mmol) was heated in DMSO (4 mL) with sealed tube at 100° C. for 17 hours. The reaction mixture was cooled to ambient temperature and treated with CH2Cl2, washed with water, dried over MgSO4, and ... Reactants: OC1CC(C(NC1)=O)NC(OC(C)(C)C)=O (tert-butyl 5-hydroxy-2-oxopiperidin-3-ylcarbamate), N1C=NC=C1 (imidazole), C(C)(C)(C)[Si](Cl)(C)C (t-butyldimethyl chlorosilane). The solvent is O (water), CN(C)C=O (DMF). Reaction conditions: time 15 hour. The product is [Si](C)(C)(C(C)(C)C)OC1CC(C(NC1)=O)NC(OC(C)(C)C)=O (tert-butyl 5-(t-butyldimethylsilyloxy)-2-oxopiperidin-3-ylcarbamate). Isolated yield 85.8%. As a reaction SMILES: [OH:1][CH:2]1[CH2:7][NH:6][C:5](=[O:8])[CH:4]([NH:9][C:10](=[O:16])[O:11][C:12]([CH3:15])([CH3:14])[CH3:13])[CH2:3]1.N1C=CN=C1.[C:22]([Si:26]([CH3:29])([CH3:28])Cl)([CH3:25])([CH3:24])[CH3:23]>CN(C=O)C.O>[Si:26]([O:1][CH:2]1[CH2:7][NH:6][C:5](=[O:8])[CH:4]([NH:9][C:10](=[O:16])[O:11][C:12]([CH3:13])([CH3:15])[CH3:14])[CH2:3]1)([C:22]([CH3:25])([CH3:24])[CH3:23])([CH3:29])[CH3:28]. Reported procedure: To a stirred solution of compound 1C (0.355 g, 1.54 mmol) in 5 mL of DMF at room temperature was added imidazole (401 mg, 5.89 mmol) and then t-butyldimethyl chlorosilane (401 mg, 2.31 mmol). After 15 h, the reaction mixture is diluted with 25 mL water and extracted four times with 20 mL portions of ether. The combined organic extracts were washed three times with water, once with saturated NaCl. The organic layer was dried over MgSO4, and then filtered and evaporated under reduced pressure. Pur... The reactants are C=CC1=NC=C(OCc2ccccc2)C(=O)C1, CNC, CCO. The product is CN(C)CCC1=NC=C(OCc2ccccc2)C(=O)C1. RXN SMILES: [CH2:1]([c:2]1[cH:3][cH:4][cH:5][cH:6][cH:7]1)[O:8][C:9]1=[CH:14][N:13]=[C:12]([CH:15]=[CH2:16])[CH2:11][C:10]1=[O:17].[CH3:18][NH:19][CH3:20].[CH3:21][CH2:22][OH:23]>>[CH2:1]([c:2]1[cH:3][cH:4][cH:5][cH:6][cH:7]1)[O:8][C:9]1=[CH:14][N:13]=[C:12]([CH2:15][CH2:16][N:19]([CH3:18])[CH3:20])[CH2:11][C:10]1=[O:17]. Reactants: Cc1ccccc1, ClCCN1CC2CCC1CC2, N#CC(c1ccccc1)c1cccnc1. The product is N#CC(CCN1CC2CCC1CC2)(c1ccccc1)c1cccnc1. RXN SMILES: [CH3:27][c:28]1[cH:29][cH:30][cH:31][cH:32][cH:33]1.[Cl:16][CH2:17][CH2:18][N:19]1[CH:20]2[CH2:21][CH2:22][CH:23]([CH2:24]1)[CH2:25][CH2:26]2.[c:1]1([CH:7]([C:8]#[N:9])[c:10]2[cH:11][n:12][cH:13][cH:14][cH:15]2)[cH:2][cH:3][cH:4][cH:5][cH:6]1>>[c:1]1([C:7]([C:8]#[N:9])([c:10]2[cH:11][n:12][cH:13][cH:14][cH:15]2)[CH2:17][CH2:18][N:19]2[CH:20]3[CH2:21][CH2:22][CH:23]([CH2:24]2)[CH2:25][CH2:26]3)[cH:2][cH:3][cH:4][cH:5][cH:6]1. Reactants: ClC1=NC2=CC=CC=C2N=C1N1CCNCC1 (2-chloro-3-(1-piperazinyl)quinoxaline), O1C(CCC2=CC=CC=C12)CO (3,4-dihydro-2H-chromen-2-ylmethanol), C13H16N4O2(M). The product is O1C(CCC2=CC=CC=C12)COC1=NC2=CC=CC=C2N=C1N1CCNCC1 (2-(3,4-Dihydro-2H-chromen-2-ylmethoxy)-3-(1-piperazinyl)quinoxaline). Isolated yield 23.0%. RXN SMILES: Cl[C:2]1[C:11]([N:12]2[CH2:17][CH2:16][NH:15][CH2:14][CH2:13]2)=[N:10][C:9]2[C:4](=[CH:5][CH:6]=[CH:7][CH:8]=2)[N:3]=1.[O:18]1[C:27]2[C:22](=[CH:23][CH:24]=[CH:25][CH:26]=2)[CH2:21][CH2:20][CH:19]1[CH2:28][OH:29]>>[O:18]1[C:27]2[C:22](=[CH:23][CH:24]=[CH:25][CH:26]=2)[CH2:21][CH2:20][CH:19]1[CH2:28][O:29][C:2]1[C:11]([N:12]2[CH2:17][CH2:16][NH:15][CH2:14][CH2:13]2)=[N:10][C:9]2[C:4](=[CH:5][CH:6]=[CH:7][CH:8]=2)[N:3]=1. Procedure details: The title product was prepared according to the procedure described in Example 162, Step 2, starting from 2-chloro-3-(1-piperazinyl)quinoxaline (described in Example 162. Step 1) and 3,4-dihydro-2H-chromen-2-ylmethanol.* The product was obtained as a yellow amorphous substance: yield 23%; mp 202-204° C.; HRMS m/z calcd for C13H16N4O2(M)+376.1899, found 376.1899. Anal. (C22H24N4O2.HCl) H; C: calcd, 61.32; found. 60.7; N: calcd, 13.00; found 13.5. The reactants are BrC1C(C2=CC=C(C=C2C1)Cl)=O (2-bromo-5-chloroindan-1-one), C1(CCCCC1)C(N)=S (cyclohexanethiocarboxamide). Yields the product Br.ClC1=CC=2CC3C(N=C(S3)C3CCCCC3)(C2C=C1)O (6-Chloro-2-cyclohexyl-8,8a-dihydroindeno[1,2-d]thiazol-3a-ol hydrobromide). Reaction SMILES: [Br:1][CH:2]1[CH2:10][C:9]2[C:4](=[CH:5][CH:6]=[C:7]([Cl:11])[CH:8]=2)[C:3]1=[O:12].[CH:13]1([C:19](=[S:21])[NH2:20])[CH2:18][CH2:17][CH2:16][CH2:15][CH2:14]1>>[BrH:1].[Cl:11][C:7]1[CH:6]=[CH:5][C:4]2[C:3]3([OH:12])[N:20]=[C:19]([CH:13]4[CH2:18][CH2:17][CH2:16][CH2:15][CH2:14]4)[S:21][CH:2]3[CH2:10][C:9]=2[CH:8]=1 |f:2.3|. Reported procedure: This compound is prepared analogously to the process described in Example 1c using 2-bromo-5-chloroindan-1-one and cyclohexanethiocarboxamide; melting point: 170-175° C. (dec.).